This data is from the Open Reaction Database (ORD), a public repository of structured organic reaction records. The task is: describe an organic reaction: reactants, conditions, products, and yield The reactants are BrCC1=C(C=CC=C1)F (1-Bromomethyl-2-fluoro-benzene), N1C=C(C2=CC=CC=C12)C(=O)OC (methyl indole 3-carboxylate), NC=1SC=CN1 (2-aminothiazole), N1C=CC2=CC=CC=C12 (Indole). Product: S1C(=NC=C1)NC(=O)C1=CN(C2=CC=CC=C12)CC1=C(C=CC=C1)F (1-(2-Fluoro-benzyl)-1H-indole-3-carboxylic acid thiazol-2-ylamide). RXN SMILES: Br[CH2:2][C:3]1[CH:8]=[CH:7][CH:6]=[CH:5][C:4]=1[F:9].[NH2:10][C:11]1[S:12][CH:13]=[CH:14][N:15]=1.N1C2C(=CC=CC=2)C=C1.[NH:25]1[C:33]2[C:28](=[CH:29][CH:30]=[CH:31][CH:32]=2)[C:27]([C:34](OC)=[O:35])=[CH:26]1>>[S:12]1[CH:13]=[CH:14][N:15]=[C:11]1[NH:10][C:34]([C:27]1[C:28]2[C:33](=[CH:32][CH:31]=[CH:30][CH:29]=2)[N:25]([CH2:2][C:3]2[CH:8]=[CH:7][CH:6]=[CH:5][C:4]=2[F:9])[CH:26]=1)=[O:35]. Procedure: R5X=1-Bromomethyl-2-fluoro-benzene, NH2A=2-aminothiazole; Indole starting material=methyl indole 3-carboxylate Reactants: CCOC(C)=O, Clc1ccc(C2(c3ccc(I)cc3)CCNCC2)cc1, N#C[Cu], CN(C)C=O. Product: N#Cc1ccc(C2(c3ccc(Cl)cc3)CCNCC2)cc1. Reaction SMILES: [CH3:29][CH2:30][O:31][C:32](=[O:33])[CH3:34].[Cl:1][c:2]1[cH:3][cH:4][c:5]([C:8]2([c:14]3[cH:15][cH:16][c:17]([I:20])[cH:18][cH:19]3)[CH2:9][CH2:10][NH:11][CH2:12][CH2:13]2)[cH:6][cH:7]1.[Cu:21][C:22]#[N:23].[O:24]=[CH:25][N:26]([CH3:27])[CH3:28]>>[Cl:1][c:2]1[cH:3][cH:4][c:5]([C:8]2([c:14]3[cH:15][cH:16][c:17]([C:22]#[N:23])[cH:18][cH:19]3)[CH2:9][CH2:10][NH:11][CH2:12][CH2:13]2)[cH:6][cH:7]1. Reactants: n-isopropylcyclohexylamine, CI (methyl iodide), CCCCCC.C(CCC)[Li] (n-butyl lithium n-hexane), C(CCC\C=C/C\C=C/C\C=C/C\C=C/CCCCC)(=O)OCC (ethyl arachidonate). Solvent: O1CCCC1 (tetrahydrofuran), O1CCCC1 (tetrahydrofuran). Yields the product CC(C(=O)OCC)CC\C=C/C\C=C/C\C=C/C\C=C/CCCCC (ethyl 2-methylarachidonate). Reaction SMILES: [CH3:1]CCCCC.C([Li])CCC.[C:12]([O:33][CH2:34][CH3:35])(=[O:32])[CH2:13][CH2:14][CH2:15]/[CH:16]=[CH:17]\[CH2:18]/[CH:19]=[CH:20]\[CH2:21]/[CH:22]=[CH:23]\[CH2:24]/[CH:25]=[CH:26]\[CH2:27][CH2:28][CH2:29][CH2:30][CH3:31].CI>O1CCCC1>[CH3:1][CH:13]([CH2:14][CH2:15]/[CH:16]=[CH:17]\[CH2:18]/[CH:19]=[CH:20]\[CH2:21]/[CH:22]=[CH:23]\[CH2:24]/[CH:25]=[CH:26]\[CH2:27][CH2:28][CH2:29][CH2:30][CH3:31])[C:12]([O:33][CH2:34][CH3:35])=[O:32] |f:0.1|. Reported procedure: To a solution of 1.7 g. of n-isopropylcyclohexylamine in 15 ml. of tetrahydrofuran, at -78°, is added 5.5 ml. of a 2.4 N n-butyl lithium n-hexane solution. Then 3 g. of ethyl arachidonate in 150 ml. of tetrahydrofuran is added dropwise, over a 2-hour period, at -78°. Then 1.5 ml. of methyl iodide is added and the mixture is allowed to warm to room temperature. The solution is concentrated by evaporating tetrahydrofuran, then extracted with ether to yield ethyl 2-methylarachidonate. Reactants: O1CCC=C1 (Dihydrofuran), [N+](=O)([O-])C1=C(C(=O)O)C=C(C=C1)OC1=C(C=C(C=C1)C(F)(F)F)Cl (2-nitro-5-(2-chloro-4-trifluoromethylphenoxy)benzoic acid), C1(=CC=C(C=C1)S(=O)(=O)O)C (p-toluenesulfonic acid). Solvent: C(Cl)Cl (methylene chloride). Product: [N+](=O)([O-])C1=C(C(=O)OC2OCCC2)C=C(C=C1)OC1=C(C=C(C=C1)C(F)(F)F)Cl (2-tetrahydrofuryl 2-nitro-5-(2-chloro-4-trifluoromethylphenoxy)benzoate). As a reaction SMILES: [O:1]1[CH:5]=[CH:4][CH2:3][CH2:2]1.[N+:6]([C:9]1[CH:17]=[CH:16][C:15]([O:18][C:19]2[CH:24]=[CH:23][C:22]([C:25]([F:28])([F:27])[F:26])=[CH:21][C:20]=2[Cl:29])=[CH:14][C:10]=1[C:11]([OH:13])=[O:12])([O-:8])=[O:7].C1(C)C=CC(S(O)(=O)=O)=CC=1>C(Cl)Cl>[N+:6]([C:9]1[CH:17]=[CH:16][C:15]([O:18][C:19]2[CH:24]=[CH:23][C:22]([C:25]([F:26])([F:27])[F:28])=[CH:21][C:20]=2[Cl:29])=[CH:14][C:10]=1[C:11]([O:13][CH:5]1[CH2:4][CH2:3][CH2:2][O:1]1)=[O:12])([O-:8])=[O:7]. Reported procedure: Dihydrofuran (0.03 mole), 2-nitro-5-(2-chloro-4-trifluoromethylphenoxy)benzoic acid (0.025 mole), methylene chloride (25 ml) and p-toluenesulfonic acid (1 spatula tip) are charged into a glass reaction vessel equipped with a magnetic stirrer. The reaction mixture is stirred at room temperature until the carboxylic acid group can no longer be detected by IR in the mixture. After this time, the reaction mixture is washed with dilute aqueous sodium carbonate and with water. The washed solution was ... Starting materials: FC1=C(C(=CC=C1)F)N1C(C=CC2=C1N=C(N=C2C2=C(C=C(C=C2)F)C)NCCN)=O (8-(2,6-Difluorophenyl)-4-(4-fluoro-2-methylphenyl)-2-[(2-aminoethyl)amino]-8H-pyrido[2,3-d]pyrimidin-7-one), C(C)(C)N(CC)C(C)C (di-isopropylethylamine), CS(=O)(=O)Cl (methanesulfonyl chloride). The solvent is C(Cl)Cl (CH2Cl2), C(Cl)Cl (CH2Cl2). Reaction conditions: time 15 minute. Product: FC1=C(C(=CC=C1)F)N1C(C=CC2=C1N=C(N=C2C2=C(C=C(C=C2)F)C)NCCNS(=O)(=O)C)=O (N-[2-[[8-(2,6-Difluorophenyl)-4-(4-fluoro-2-methylphenyl)-7,8-dihydro-7-oxopyrido[2,3-d]pyrimidin-2-yl]amino]ethyl]methanesulfonamide). As a reaction SMILES: [F:1][C:2]1[CH:7]=[CH:6][CH:5]=[C:4]([F:8])[C:3]=1[N:9]1[C:14]2[N:15]=[C:16]([NH:27][CH2:28][CH2:29][NH2:30])[N:17]=[C:18]([C:19]3[CH:24]=[CH:23][C:22]([F:25])=[CH:21][C:20]=3[CH3:26])[C:13]=2[CH:12]=[CH:11][C:10]1=[O:31].C(N(C(C)C)CC)(C)C.[CH3:41][S:42](Cl)(=[O:44])=[O:43]>C(Cl)Cl>[F:1][C:2]1[CH:7]=[CH:6][CH:5]=[C:4]([F:8])[C:3]=1[N:9]1[C:14]2[N:15]=[C:16]([NH:27][CH2:28][CH2:29][NH:30][S:42]([CH3:41])(=[O:44])=[O:43])[N:17]=[C:18]([C:19]3[CH:24]=[CH:23][C:22]([F:25])=[CH:21][C:20]=3[CH3:26])[C:13]=2[CH:12]=[CH:11][C:10]1=[O:31]. Procedure: A solution of the product of Example 157 (250 mg, 0.58 mmol), di-isopropylethylamine (111 uL, 0.64 mmol) and CH2Cl2 (10 mL) was cooled to −5° and methanesulfonyl chloride (50 uL, 0.64 mmol) was added and the resulting soln was warmed to 23°, stirred 15 min, diluted with CH2Cl2 (75 mL) and washed with 10% aq NaOH (2×20 mL) and satd aq NaCl, dried (Na2SO4), and concentrated to afford a brown solid. Chromatotron chromatography (CH2Cl2/CH3OH) and crystallization from Et2O afforded a pink solid. mp=1... Starting materials: ice, C(\C=C\C(=O)O)(=O)O (fumaric acid), ClC=1C=C(OC2CN(C2)C(=O)Cl)C=CC1Cl (3-(3,4-dichlorophenoxy)-1-azetidinecarbonyl chloride), CN1CCNCC1 (1-methylpiperazine), C([O-])([O-])=O.[K+].[K+] (potassium carbonate). The solvent is C(C)(C)O (isopropanol), C(C)(C)O (isopropanol), O (water), O1CCCC1 (tetrahydrofuran). Conditions: time 30 minute. Product: C(\C=C\C(=O)O)(=O)O.ClC=1C=C(OC2CN(C2)C(=O)N2CCN(CC2)C)C=CC1Cl (1-[3-(3,4-Dichlorophenoxy)-1-azetidinylcarbonyl]-4-methylpiperazine fumarate). Isolated yield 29.3%. Reaction SMILES: [Cl:1][C:2]1[CH:3]=[C:4]([CH:13]=[CH:14][C:15]=1[Cl:16])[O:5][CH:6]1[CH2:9][N:8]([C:10](Cl)=[O:11])[CH2:7]1.[CH3:17][N:18]1[CH2:23][CH2:22][NH:21][CH2:20][CH2:19]1.C(=O)([O-])[O-].[K+].[K+].[C:30]([OH:37])(=[O:36])/[CH:31]=[CH:32]/[C:33]([OH:35])=[O:34]>O1CCCC1.O.C(O)(C)C>[C:30]([OH:37])(=[O:36])/[CH:31]=[CH:32]/[C:33]([OH:35])=[O:34].[Cl:1][C:2]1[CH:3]=[C:4]([CH:13]=[CH:14][C:15]=1[Cl:16])[O:5][CH:6]1[CH2:9][N:8]([C:10]([N:21]2[CH2:22][CH2:23][N:18]([CH3:17])[CH2:19][CH2:20]2)=[O:11])[CH2:7]1 |f:2.3.4,9.10|. Procedure: A stirred solution of 2.8 g (0.01 mole) of crude 3-(3,4-dichlorophenoxy)-1-azetidinecarbonyl chloride in 25 ml of tetrahydrofuran was treated with 1 g (0.01 mole) of 1-methylpiperazine then with 1.42 g (0.01 mole) of potassium carbonate. After stirring for 30 min, approximately 2 g of ice was added and stirring continued for 18 hr. The reaction mixture was diluted with 200 ml of water and an oil separated. Upon standing, this oil solidified and was collected by filtration, yielding 3.3 g of crud... The reactants are O=[N+]([O-])c1ccc(Cl)nc1Cl, Nc1ccccc1, C1COCCO1. Product: O=[N+]([O-])c1ccc(Cl)nc1Nc1ccccc1. RXN SMILES: [Cl:1][c:2]1[n:3][c:4]([Cl:11])[cH:5][cH:6][c:7]1[N+:8](=[O:9])[O-:10].[NH2:12][c:13]1[cH:14][cH:15][cH:16][cH:17][cH:18]1.[O:19]1[CH2:20][CH2:21][O:22][CH2:23][CH2:24]1>>[c:2]1([NH:12][c:13]2[cH:14][cH:15][cH:16][cH:17][cH:18]2)[n:3][c:4]([Cl:11])[cH:5][cH:6][c:7]1[N+:8](=[O:9])[O-:10].